From a dataset of the Open Reaction Database (ORD), a public repository of structured organic reaction records. describe an organic reaction: reactants, conditions, products, and yield Starting materials: C(C(=O)Cl)(=O)Cl (Oxalyl chloride), C(C(=O)Cl)(=O)Cl (Oxalyl chloride), CN(C)C=O (DMF), C(#N)C1=CC=C(C=C1)C1=CC=C(C=2N1N=C(N2)C2(CC2)C(=O)O)OC (1-[5-(4-Cyano-phenyl)-8-methoxy-[1,2,4]triazolo[1,5-a]pyridin-2-yl]-cyclopropanecarboxylic acid). The solvent is C(Cl)Cl (DCM). Conditions: time 5 minute. Product: C(#N)C1=CC=C(C=C1)C1=CC=C(C=2N1N=C(N2)C2(CC2)C(=O)N)OC (1-[5-(4-Cyano-phenyl)-8-methoxy-[1,2,4]triazolo[1,5-a]pyridin-2-yl]-cyclopropanecarboxylic acid amide). Reaction SMILES: [C:1]([C:3]1[CH:8]=[CH:7][C:6]([C:9]2[N:14]3[N:15]=[C:16]([C:18]4([C:21]([OH:23])=O)[CH2:20][CH2:19]4)[N:17]=[C:13]3[C:12]([O:24][CH3:25])=[CH:11][CH:10]=2)=[CH:5][CH:4]=1)#[N:2].C(Cl)(=O)C(Cl)=O.C[N:33](C=O)C>C(Cl)Cl>[C:1]([C:3]1[CH:4]=[CH:5][C:6]([C:9]2[N:14]3[N:15]=[C:16]([C:18]4([C:21]([NH2:33])=[O:23])[CH2:20][CH2:19]4)[N:17]=[C:13]3[C:12]([O:24][CH3:25])=[CH:11][CH:10]=2)=[CH:7][CH:8]=1)#[N:2]. Procedure details: 1-[5-(4-Cyano-phenyl)-8-methoxy-[1,2,4]triazolo[1,5-a]pyridin-2-yl]-cyclopropanecarboxylic acid (27 mg, 0.08 mmol) was dissolved in DCM (0.3 mL). Oxalyl chloride (0.008 mL, 0.09 mmol) and drop of DMF was added. Stirring for 5 min. Oxalyl chloride (0.003 mL) was added. After 20 min the suspension was concentrated and re-suspended in dioxan (0.3 mL). Aq. NH3 (25%, 0.1 mL) was added. The suspension was stirred at rt for 2 h after which it was concentrated in vacuo. The crude product was mixed with ... Starting materials: C(C)OC1=C(C=CC=C1)C1=NN2C(C(N1)=O)=C(N=C2)CCCCCCC (2-(2-Ethoxyphenyl)-5-heptyl-3H-imidazo[5,1-f][1,2,4]-triazin-4-one), S(=O)(=O)(Cl)Cl (sulphonyl chloride). Yields the product C(C)OC1=C(C=C(C=C1)S(=O)(=O)Cl)C1=NN2C(C(N1)=O)=C(N=C2CCCCCCC)C (4-Ethoxy-3-(5-methyl-4-oxo-7-heptyl-3H-imidazo[5,1-f][1,2,4]-triazin-2-yl)- benzenesulphonyl chloride). As a reaction SMILES: [CH2:1]([O:3][C:4]1[CH:9]=[CH:8][CH:7]=[CH:6][C:5]=1[C:10]1[NH:15][C:14](=[O:16])[C:13]2=[C:17]([CH2:20]CCCCCC)[N:18]=[CH:19][N:12]2[N:11]=1)[CH3:2].[S:27]([Cl:31])(Cl)(=[O:29])=[O:28]>>[CH2:1]([O:3][C:4]1[CH:9]=[CH:8][C:7]([S:27]([Cl:31])(=[O:29])=[O:28])=[CH:6][C:5]=1[C:10]1[NH:15][C:14](=[O:16])[C:13]2=[C:17]([CH3:20])[N:18]=[C:19]([CH2:10][CH2:5][CH2:4][CH2:9][CH2:8][CH2:7][CH3:6])[N:12]2[N:11]=1)[CH3:2]. Procedure: The preparation is carried out analogously to the procedure of Example 27A using 0.3 g (0.81 mmol) of 2-(2-ethoxyphenyl)-5-methyl-7-heptyl-3H-imidazo[5,1-f][1,2,4]triazin-4-one (Example 22A). This gives 0.3 g (78.9%) of sulphonyl chloride as a white foam which is directly reacted further. The reactants are C=O (paraformaldehyde), four, C([O-])([O-])=O.[Na+].[Na+] (sodium carbonate), Cl (hydrochloric acid), C1(CCCCC1)S (cyclohexanethiol). The solvent is C1(=CC=CC=C1)C (toluene), C1(=CC=CC=C1)C (toluene), O (water), C1(=CC=CC=C1)C (toluene). Reaction conditions: temperature 40 celsius. Product: ClCSC1CCCCC1 (chloromethylcyclohexylsulfide). Reaction SMILES: C=O.[ClH:3].[CH:4]1([SH:10])[CH2:9][CH2:8][CH2:7][CH2:6][CH2:5]1.[C:11](=O)([O-])[O-].[Na+].[Na+]>C1(C)C=CC=CC=1.O>[Cl:3][CH2:11][S:10][CH:4]1[CH2:9][CH2:8][CH2:7][CH2:6][CH2:5]1 |f:3.4.5|. Procedure: Into a 1 L four necked flask equipped with a nitrogen supply tube, a stirrer and a thermometer, 12.1 g of paraformaldehyde and 60 g of toluene were mixed and stirred, and then 120 mL of concentrated hydrochloric acid was added thereto. Thereafter, the reaction solution was heated to 40° C., and 60 g of a toluene solution containing 35.4 g of cyclohexanethiol was added over a period of 20 minutes. After completion of the dropwise addition, the reaction solution was stirred while maintaining it at... Procedure details: To a mixture of 4-chlorostyrene (1.20 ml, 10.0 mmol), Rh2(OAc)4 (0.221 g, 0.500 mmol), and toluene (20 ml) was added ethyl diazoacetate (1.09 ml, 10.50 mmol). Gas evolution was observed. The mixture was heated to 80° C. for 1 hour. The mixture was purified on silica gel (EtOAc in hexanes gradient) to provide 0.216 g of the title compound as an oil (9%). RXN SMILES: [Cl:1][C:2]1[CH:9]=[CH:8][C:5]([CH:6]=[CH2:7])=[CH:4][CH:3]=1.[N+](=[CH:12][C:13]([O:15][CH2:16][CH3:17])=[O:14])=[N-]>C1(C)C=CC=CC=1>[Cl:1][C:2]1[CH:9]=[CH:8][C:5]([CH:6]2[CH2:7][CH:12]2[C:13]([O:15][CH2:16][CH3:17])=[O:14])=[CH:4][CH:3]=1. Product: ClC1=CC=C(C=C1)C1C(C1)C(=O)OCC (ethyl 2-(4-chlorophenyl)cyclopropanecarboxylate). Yield: 9.6%. Reactants: ClC1=CC=C(C=C)C=C1 (4-chlorostyrene), Rh2(OAc)4, [N+](=[N-])=CC(=O)OCC (ethyl diazoacetate). The solvent is C1(=CC=CC=C1)C (toluene). Reaction conditions: temperature 80 celsius.